From a dataset of the Open Reaction Database (ORD), a public repository of structured organic reaction records. describe an organic reaction: reactants, conditions, products, and yield Reactants: COC1=NC(=C(C=C1NC(OC1=CC=CC=C1)=O)CCC)C (Phenyl N-(2-methoxy-6-methyl-5-propylpyridin-3-yl)carbamate), COC=1C=C(C=C(C1)OC)N1CCNCC1 (1-(3,5-dimethoxyphenyl)piperazine). Product: COC1=NC(=C(C=C1NC(=O)N1CCN(CC1)C1=CC(=CC(=C1)OC)OC)CCC)C (1-[(2-Methoxy-6-methyl-5-propylpyridin-3-yl)aminocarbonyl]-4- (3,5-dimethoxyphenyl)piperazine). The yield is 67.0%. RXN SMILES: [CH3:1][O:2][C:3]1[C:8]([NH:9][C:10](=[O:18])OC2C=CC=CC=2)=[CH:7][C:6]([CH2:19][CH2:20][CH3:21])=[C:5]([CH3:22])[N:4]=1.[CH3:23][O:24][C:25]1[CH:26]=[C:27]([N:33]2[CH2:38][CH2:37][NH:36][CH2:35][CH2:34]2)[CH:28]=[C:29]([O:31][CH3:32])[CH:30]=1>>[CH3:1][O:2][C:3]1[C:8]([NH:9][C:10]([N:36]2[CH2:35][CH2:34][N:33]([C:27]3[CH:26]=[C:25]([O:24][CH3:23])[CH:30]=[C:29]([O:31][CH3:32])[CH:28]=3)[CH2:38][CH2:37]2)=[O:18])=[CH:7][C:6]([CH2:19][CH2:20][CH3:21])=[C:5]([CH3:22])[N:4]=1. Reported procedure: Phenyl N-(2-methoxy-6-methyl-5-propylpyridin-3-yl)carbamate and 1-(3,5-dimethoxyphenyl)piperazine were reacted by the same way with the example 1 to obtain the titled compound. Procedure: A mixture of 3.13 g of ethyl 4,5-dihydro-5-ethyl-4-oxo-imidazo-[1,2-a]-quinoxaline-2-carboxylate, 0.5 g of lithium borohydride and 80 ml of anhydrous tetrahydrofuran was refluxed with stirring for 20 hours and the resulting suspension was poured into dilute hydrochloride acid. The mixture was stirred for 10 minutes to break the boron complex and the pale yellow clear solution was made alkaline with sodium carbonate addition. The mixture was extracted with ethyl acetate and the organic phase was ... Isolated yield 76.7%. The reactants are C([O-])([O-])=O.[Na+].[Na+] (sodium carbonate), C(C)N1C(C=2N(C3=CC=CC=C13)C=C(N2)C(=O)OCC)=O (ethyl 4,5-dihydro-5-ethyl-4-oxo-imidazo-[1,2-a]-quinoxaline-2-carboxylate), [BH4-].[Li+] (lithium borohydride), Cl (hydrochloride). Solvent: O1CCCC1 (tetrahydrofuran). Reaction SMILES: [CH2:1]([N:3]1[C:12]2[C:7](=[CH:8][CH:9]=[CH:10][CH:11]=2)[N:6]2[CH:13]=[C:14]([C:16](OCC)=[O:17])[N:15]=[C:5]2[C:4]1=O)[CH3:2].[BH4-].[Li+].Cl.C(=O)([O-])[O-].[Na+].[Na+]>O1CCCC1>[CH2:1]([N:3]1[C:12]2[C:7](=[CH:8][CH:9]=[CH:10][CH:11]=2)[N:6]2[CH:13]=[C:14]([CH2:16][OH:17])[N:15]=[C:5]2[CH2:4]1)[CH3:2] |f:1.2,4.5.6|. Product: C(C)N1CC=2N(C3=CC=CC=C13)C=C(N2)CO (4,5-dihydro-5-ethyl-imidazo-[1,2-a]-quinoxaline-2-methanol). Run at time 20 hour. Starting materials: O=C([O-])[O-], CCOc1ccccc1N1CCNCC1, CCCCO, CN1CC(CCCCl)OC1=O, Cl, [I-], [K+], [K+], [K+]. Yields the product CCOc1ccccc1N1CCN(CCCC2CN(C)C(=O)O2)CC1. As a reaction SMILES: [C:28](=[O:29])([O-:30])[O-:31].[CH2:13]([CH3:14])[O:15][c:16]1[c:17]([N:22]2[CH2:23][CH2:24][NH:25][CH2:26][CH2:27]2)[cH:18][cH:19][cH:20][cH:21]1.[CH2:36]([OH:37])[CH2:38][CH2:39][CH3:40].[Cl:1][CH2:2][CH2:3][CH2:4][CH:5]1[CH2:6][N:7]([CH3:11])[C:8](=[O:10])[O:9]1.[ClH:12].[I-:35].[K+:32].[K+:33].[K+:34]>>[CH2:2]([CH2:3][CH2:4][CH:5]1[CH2:6][N:7]([CH3:11])[C:8](=[O:10])[O:9]1)[N:25]1[CH2:24][CH2:23][N:22]([c:17]2[c:16]([O:15][CH2:13][CH3:14])[cH:21][cH:20][cH:19][cH:18]2)[CH2:27][CH2:26]1. Reactants: C=1C=CC2=C(C1)N=NN2O (HOBt), CCN(C(C)C)C(C)C (DIPEA), CCN=C=NCCCN(C)C.Cl (EDCI.HCl), Cl.N1(CCNCC1)C=O (piperazin-1-yl-methanone hydrochloride), C1(=CC=C(C=C1)NC(C(C(=O)O)F)=O)C1=CC=CC=C1 (N-biphenyl-4-yl-2-fluoro-malonamic acid). Solvent: CN(C)C=O (DMF), O (water). Run at time 8 hour. The product is C1(=CC=C(C=C1)NC(C(C(=O)N1CCN(CC1)C(C1=CC(=CC=C1)C#N)=O)F)=O)C1=CC=CC=C1 (N-Biphenyl-4-yl-3-[4-(3-cyano-benzoyl)-piperazin-1-yl]-2-fluoro-3-oxo-propionamide). Isolated yield 30.1%. RXN SMILES: [CH:1]1[CH:2]=[CH:3][C:4]2N(O)N=N[C:5]=2[CH:6]=1.C[CH2:12][N:13](C(C)C)C(C)C.CCN=C=NCCCN(C)C.Cl.Cl.[N:33]1([CH:39]=[O:40])[CH2:38][CH2:37][NH:36][CH2:35][CH2:34]1.[C:41]1([C:55]2[CH:60]=[CH:59][CH:58]=[CH:57][CH:56]=2)[CH:46]=[CH:45][C:44]([NH:47][C:48](=[O:54])[CH:49]([F:53])[C:50]([OH:52])=O)=[CH:43][CH:42]=1>CN(C=O)C.O>[C:41]1([C:55]2[CH:60]=[CH:59][CH:58]=[CH:57][CH:56]=2)[CH:42]=[CH:43][C:44]([NH:47][C:48](=[O:54])[CH:49]([F:53])[C:50]([N:36]2[CH2:37][CH2:38][N:33]([C:39](=[O:40])[C:6]3[CH:1]=[CH:2][CH:3]=[C:4]([C:12]#[N:13])[CH:5]=3)[CH2:34][CH2:35]2)=[O:52])=[CH:45][CH:46]=1 |f:2.3,4.5|. Procedure details: HOBt (60 mg, 0.43 mmol), DIPEA (141 mg, 1.09 mmol), EDCI.HCl (84 mg, 0.43 mmol), 3-cyano-phenyl)-piperazin-1-yl-methanone hydrochloride (110 mg, 0.439 mmol) were added to a stirred solution of N-biphenyl-4-yl-2-fluoro-malonamic acid (100 mg, 0.36 mmol) in DMF (2.0 mL) and the resulting mixture was stirred at the ambient temperature overnight. The mixture was then diluted with water and the product was extracted with ethyl acetate. The organics were washed with brine and concentrated to afford 51... Reactants: CN(C(=O)Cl)C (dimethyl carbamoyl chloride), O (Water), [H-].[Na+] (sodium hydride), oil, NC1=NC(=CC(=C1)C)C (2-amino-4,6-dimethylpyridine). Run in C1(=CC=CC=C1)C (toluene), C1(=CC=CC=C1)C (toluene). Conditions: time 2 hour. The product is CN(C(=O)NC1=NC(=CC(=C1)C)C)C (N,N-Dimethyl-N'-(4,6-dimethyl-2-pyridyl)urea). Isolated yield 85.0%. RXN SMILES: [H-].[Na+].[NH2:3][C:4]1[CH:9]=[C:8]([CH3:10])[CH:7]=[C:6]([CH3:11])[N:5]=1.[CH3:12][N:13]([CH3:17])[C:14](Cl)=[O:15].O>C1(C)C=CC=CC=1>[CH3:12][N:13]([CH3:17])[C:14]([NH:3][C:4]1[CH:9]=[C:8]([CH3:10])[CH:7]=[C:6]([CH3:11])[N:5]=1)=[O:15] |f:0.1|. Procedure: To a suspension of 57% sodium hydride in mineral oil (38.0 gm, 0.90 mole) in dry toluene (600 ml) at 75° under nitrogen atmosphere is added in small portions 2-amino-4,6-dimethylpyridine (52.5 gm, 0.43 mole). The reaction is heated to 100° for one hour and then cooled to 90°. A solution of dimethyl carbamoyl chloride (47.0 g, 0.43 m) in toluene (150 ml) is added dropwise over a one and one-half hour period. Stir for two hours and then cool to ambient temperature. Water (150 ml) is added, the org...